This data is from the Open Reaction Database (ORD), a public repository of structured organic reaction records. The task is: describe an organic reaction: reactants, conditions, products, and yield Starting materials: CCCCCCCCN1CCc2c(C)c(NS(=O)(=O)NC(=O)OC(C)(C)C)c(C)c(NC(=O)C(C)(C)C)c21, CC(C)O, CCOCC, O=CO, Cl. Product: Cl, CCCCCCCCN1CCc2c(C)c(NS(N)(=O)=O)c(C)c(NC(=O)C(C)(C)C)c21. As a reaction SMILES: [C:1]([O:2][C:3](=[O:4])[NH:8][S:9](=[O:10])(=[O:11])[NH:12][c:13]1[c:14]([CH3:38])[c:15]2[c:19]([c:20]([NH:23][C:24]([C:25]([CH3:26])([CH3:27])[CH3:28])=[O:29])[c:21]1[CH3:22])[N:18]([CH2:30][CH2:31][CH2:32][CH2:33][CH2:34][CH2:35][CH2:36][CH3:37])[CH2:17][CH2:16]2)([CH3:5])([CH3:6])[CH3:7].[CH3:39][CH:40]([OH:41])[CH3:42].[CH3:44][CH2:45][O:46][CH2:47][CH3:48].[CH:49]([OH:50])=[O:51].[ClH:43]>>[ClH:43].[NH2:8][S:9](=[O:10])(=[O:11])[NH:12][c:13]1[c:14]([CH3:38])[c:15]2[c:19]([c:20]([NH:23][C:24]([C:25]([CH3:26])([CH3:27])[CH3:28])=[O:29])[c:21]1[CH3:22])[N:18]([CH2:30][CH2:31][CH2:32][CH2:33][CH2:34][CH2:35][CH2:36][CH3:37])[CH2:17][CH2:16]2. The reactants are CN1[C@@H](CCC1)CO ((S)-(-)-1-methyl-2-hydroxymethylpyrrolidine), S(=O)(Cl)Cl (thionyl chloride), CO (methanol), CCOCC (ether). Run in C(C)O (ethanol), C(C)O (ethanol), C(C)O (ethanol). Conditions: time 30 minute. Product: Cl.CN1[C@@H](CCC1)CCl ((S)-(-)-1-Methyl-2-chloromethylpyrrolidine HCl). As a reaction SMILES: [CH3:1][N:2]1[CH2:6][CH2:5][CH2:4][C@H:3]1[CH2:7]O.S(Cl)([Cl:11])=O.CCOCC.CO>C(O)C>[ClH:11].[CH3:1][N:2]1[CH2:6][CH2:5][CH2:4][C@H:3]1[CH2:7][Cl:11] |f:5.6|. Reported procedure: To a solution of 5.99 g (0.052 mol) of (S)-(-)-1-methyl-2-hydroxymethylpyrrolidine in 30 ml of ethanol-free chloroform under nitrogen at 0° was added a solution of 4.75 ml (7.75 g, 0.065 mol) of thionyl chloride in 15 ml of ethanol-free chloroform over 10 min. The resultant clear, brown solution was stirred at room temperature for 30 min. and refluxed for 30 min. After cooling, the dark solution was evaporated to provide a tan-colored, solid residue. The residue was dissolved in absolute ethanol... Reactants: resultant mixture, COC1=C2CC=C(CC2=C(C=C1)OC)C (5,8-Dimethoxy-2-methyl-1,4-dihydronaphthalene), OO (hydrogen peroxide), [OH-].[Na+] (NaOH). Run in C(C)(=O)OCC (ethyl acetate), O1CCCC1 (tetrahydrofuran). Conditions: time 4 hour. Yields the product COC1=C2C[C@H]([C@@H](CC2=C(C=C1)OC)O)C (5,8-Dimethoxy-trans-2-hydroxy-3-methyl-1,2,3,4-tetrahydronaphthalene). Reaction SMILES: [CH3:1][O:2][C:3]1[CH:12]=[CH:11][C:10]([O:13][CH3:14])=[C:9]2[C:4]=1[CH2:5][CH:6]=[C:7]([CH3:15])[CH2:8]2.[OH-:16].[Na+].OO>O1CCCC1.C(OCC)(=O)C>[CH3:14][O:13][C:10]1[CH:11]=[CH:12][C:3]([O:2][CH3:1])=[C:4]2[C:9]=1[CH2:8][C@@H:7]([CH3:15])[C@H:6]([OH:16])[CH2:5]2 |f:1.2|. Reported procedure: A solution of 4 (5.00 g, 24.5 mmol) in tetrahydrofuran (100 ml) was cooled to 0° C. and treated with 1 M borane-tetrahydrofuran complex (24.5 mL, 24.5 mmol) and the resulting solution was stirred at room temperature for 4 h. Then, 12 mL of 3 N NaOH solution was added slowly to the stirring reaction solution followed by the addition of 6 mL of 30% aqueous hydrogen peroxide. After stirring for 30 min, the resultant mixture was diluted with 500 mL of ethyl acetate and washed by brine (2×100 mL). Th... Starting materials: ClCl (chlorine), CC(C#C)(C)NC(C1=CC(=CC(=C1)Cl)Cl)=O (N-(1',1'-dimethylpropynyl)-3,5-dichlorobenzamide), C(Cl)Cl (methylene chloride), N1=CC=CC=C1 (pyridine). Solvent: CCOCC (ether). Run at time 1 hour. Product: ClC=1C=C(C=C(C1)Cl)C=1OC(C(N1)(C)C)(C(Cl)Cl)Cl (2-(3',5'-dichlorophenyl)-4,4-dimethyl-5-chloro-5-dichloromethyloxazoline). RXN SMILES: [CH3:1][C:2]([NH:6][C:7](=[O:16])[C:8]1[CH:13]=[C:12]([Cl:14])[CH:11]=[C:10]([Cl:15])[CH:9]=1)([CH3:5])[C:3]#C.[Cl:17]Cl.N1C=CC=CC=1.[CH2:25]([Cl:27])[Cl:26]>CCOCC>[Cl:15][C:10]1[CH:9]=[C:8]([C:7]2[O:16][C:1]([Cl:17])([CH:25]([Cl:27])[Cl:26])[C:2]([CH3:5])([CH3:3])[N:6]=2)[CH:13]=[C:12]([Cl:14])[CH:11]=1. Reported procedure: N-(1',1'-dimethylpropynyl)-3,5-dichlorobenzamide (25 gm, 0.096 m) was dissolved in methylene chloride (300 ml) and excess chlorine (2.5-3 equivalents) was bubbled through this solution at room temperature. After the starting material had disappeared (as indicated by thin layer chromatography, TLC), this solution was washed with aqueous sodium sulfite and the solvent was removed. The white solid obtained was slurried in ether (250 ml) and pyridine (8.0 gm) was added. The mixture was stirred for a... Starting materials: C(#N)C1=CC=C(C=C1)C(CN1C[C@H](CCC1)CC(=O)OCC)=O ((R)-ethyl 2-(1-(2-(4-cyanophenyl)-2-oxoethyl)piperidin-3-yl)acetate), [BH4-].[Na+] (sodium borohydride). The solvent is CO (MeOH). Reaction conditions: time 1 hour. The product is C(#N)C1=CC=C(C=C1)C(CN1C[C@H](CCC1)CC(=O)OCC)O (ethyl 2-((3R)-1-(2-(4-cyanophenyl)-2-hydroxyethyl)piperidin-3-yl)acetate). Isolated yield 57.1%. As a reaction SMILES: [C:1]([C:3]1[CH:8]=[CH:7][C:6]([C:9](=[O:23])[CH2:10][N:11]2[CH2:16][CH2:15][CH2:14][C@H:13]([CH2:17][C:18]([O:20][CH2:21][CH3:22])=[O:19])[CH2:12]2)=[CH:5][CH:4]=1)#[N:2].[BH4-].[Na+]>CO>[C:1]([C:3]1[CH:4]=[CH:5][C:6]([CH:9]([OH:23])[CH2:10][N:11]2[CH2:16][CH2:15][CH2:14][C@H:13]([CH2:17][C:18]([O:20][CH2:21][CH3:22])=[O:19])[CH2:12]2)=[CH:7][CH:8]=1)#[N:2] |f:1.2|. Reported procedure: To a mixture of (R)-ethyl 2-(1-(2-(4-cyanophenyl)-2-oxoethyl)piperidin-3-yl)acetate (1 g, 3.18 mmol) in MeOH was added sodium borohydride (0.120 g, 3.18 mmol). The reaction mixture was stirred for 1 hour. The reaction was quenched with water. The reaction mixture was diluted with ethyl acetate and washed with H2O. The organic layer was dried with MgSO4, filtered, and concentrated. The resulting solids were purified on a silica gel cartridge using an EtOAc/hexanes gradient to give 575 mg of ethyl... Reactants: C1CCC(CC1)N=C=NC2CCCCC2 (DCC), F[C@H]1C[C@@H](O[C@@H]1CO)N1C=NC=2C(=O)NC(N)=NC12 (2′,3′-dideoxy-3′-fluoroguanosine), C(=O)(OCC1=CC=CC=C1)N[C@@H](C(C)C)C(=O)OCC(C(=O)O)OC(CCCCCCCCCCCCCCCCC)=O (3-(N-CBZ-L-valyloxy)-2-stearoyloxy-propanoic acid), C=1C=CC2=C(C1)N=NN2O (HOBT). Reagents/catalysts: CN(C)C=1C=CN=CC1 (DMAP). The solvent is CN(C)C=O (DMF). Conditions: time 8 hour. The product is F[C@H]1C[C@@H](O[C@@H]1COC(C(COC([C@@H](NC(=O)OCC1=CC=CC=C1)C(C)C)=O)OC(CCCCCCCCCCCCCCCCC)=O)=O)N1C=NC=2C(=O)NC(N)=NC12 (2′,3′-Dideoxy-3′-fluoro-5′-O-[3-(N-CBZ-L-valyloxy)-2-stearoyloxy-propanoyl]guanosine). RXN SMILES: [F:1][C@@H:2]1[C@@H:6]([CH2:7][OH:8])[O:5][C@@H:4]([N:9]2[C:19]3[N:18]=[C:16]([NH2:17])[NH:15][C:13](=[O:14])[C:12]=3[N:11]=[CH:10]2)[CH2:3]1.[C:20]([NH:30][C@H:31]([C:35]([O:37][CH2:38][CH:39]([O:43][C:44](=[O:62])[CH2:45][CH2:46][CH2:47][CH2:48][CH2:49][CH2:50][CH2:51][CH2:52][CH2:53][CH2:54][CH2:55][CH2:56][CH2:57][CH2:58][CH2:59][CH2:60][CH3:61])[C:40](O)=[O:41])=[O:36])[CH:32]([CH3:34])[CH3:33])([O:22][CH2:23][C:24]1[CH:29]=[CH:28][CH:27]=[CH:26][CH:25]=1)=[O:21].C1C=CC2N(O)N=NC=2C=1.C1CCC(N=C=NC2CCCCC2)CC1>CN(C1C=CN=CC=1)C.CN(C=O)C>[F:1][C@@H:2]1[C@@H:6]([CH2:7][O:8][C:40](=[O:41])[CH:39]([O:43][C:44](=[O:62])[CH2:45][CH2:46][CH2:47][CH2:48][CH2:49][CH2:50][CH2:51][CH2:52][CH2:53][CH2:54][CH2:55][CH2:56][CH2:57][CH2:58][CH2:59][CH2:60][CH3:61])[CH2:38][O:37][C:35](=[O:36])[C@H:31]([CH:32]([CH3:33])[CH3:34])[NH:30][C:20]([O:22][CH2:23][C:24]2[CH:29]=[CH:28][CH:27]=[CH:26][CH:25]=2)=[O:21])[O:5][C@@H:4]([N:9]2[C:19]3[N:18]=[C:16]([NH2:17])[NH:15][C:13](=[O:14])[C:12]=3[N:11]=[CH:10]2)[CH2:3]1. Reported procedure: A mixture of 2′,3′-dideoxy-3′-fluoroguanosine (404 mg, 1.5 mmole), 3-(N-CBZ-L-valyloxy)-2-stearoyloxy-propanoic acid (1.06 g, 1.75 mmole), DMAP (24 mg, 0.2 mmole) and HOBT (264 mg, 1.82 mmole) was coevaporated two times with DMF and reduced to about 30 ml. DCC (372 mg, 1.8 mmole) was added and the mixture was stirred overnight at room temperature. The mixture was filtered and the solution was evaporated under reduced pressure. Ethyl acetate (50 ml) was added and the organic phase was washed twic...